Dataset: the Open Reaction Database (ORD), a public repository of structured organic reaction records. Task: describe an organic reaction: reactants, conditions, products, and yield Starting materials: K3Fe(CN)6, C(=O)([O-])[O-].[K+].[K+] (K2CO3), CC[C@@H]1CN2CC[C@@H]1C[C@@H]2[C@@H](C3=C4C=C(C=CC4=NC=C3)OC)OC5=NN=C(C6=CC=CC=C65)O[C@@H]([C@H]7C[C@@H]8CCN7C[C@@H]8CC)C9=C1C=C(C=CC1=NC=C9)OC ((DHQ)2-PHAL), K2OsO2(OH)4, CCOC(=O)C (EtOAc), BrC1=CC(=C(C=C1)F)C(=C)C (4-bromo-1-fluoro-2-isopropenyl-benzene), Na2S2O5. The solvent is C(C)(C)(C)O.O (t-BuOH—H2O). Conditions: temperature 0 celsius, time 14 hour. The product is BrC=1C=CC(=C(C1)[C@](CO)(C)O)F ((S)-2-(5-Bromo-2-fluoro-phenyl)-propane-1,2-diol). As a reaction SMILES: [C:1]([O-:4])([O-])=O.[K+].[K+].CC[C@H]1[C@H]2C[C@H]([C@H](OC3C4C(=CC=CC=4)C(O[C@H](C4C=CN=C5C=4C=C(OC)C=C5)[C@@H]4N5C[C@H](CC)[C@@H](CC5)C4)=NN=3)C3C=CN=C4C=3C=C(OC)C=C4)N(CC2)C1.[Br:65][C:66]1[CH:71]=[CH:70][C:69]([F:72])=[C:68](C(C)=C)[CH:67]=1.CCO[C:79]([CH3:81])=[O:80]>C(O)(C)(C)C.O>[Br:65][C:66]1[CH:67]=[CH:68][C:69]([F:72])=[C:70]([C@@:79]([OH:80])([CH3:81])[CH2:1][OH:4])[CH:71]=1 |f:0.1.2,6.7|. Procedure: To a suspension of K3Fe(CN)6 (186 g, 561 mmol), K2CO3 (78 g, 561 mmol), (DHQ)2-PHAL (1.311 g, 1.674 mmol) and K2OsO2(OH)4 (0.378 g, 1 mmol) in t-BuOH—H2O 1:1 (1600 ml) was added 4-bromo-1-fluoro-2-isopropenyl-benzene (36 g, 167 mmol) at 0° C. and the reaction mixture was stirred for 14 h at 0° C. After careful addition of Na2S2O5 (100 g) at 0-5° C. the reaction mixture was stirred for 1 h before extraction with EtOAc. Combined extracts were washed with 5% NaS3O3 solution and brine, dried over Mg... The reactants are C(C1=CC=CC=C1)OC1=C(C=C(C=O)C=C1)OCC(=O)OCC (4-benzyloxy-3-(ethoxycarbonylmethoxy)benzaldehyde), N1=C(C=CC=C1)N1CCNCC1 ((pyridin-2-yl)piperazine), C(C)(=O)O[BH-](OC(C)=O)OC(C)=O.[Na+] (sodiumtriacetoxy borohydride), ClC(C)Cl (dichloroethane). The product is Cl.Cl.C(C1=CC=CC=C1)OC1=C(C=C(C=C1)CN1CCN(CC1)C1=NC=CC=C1)OCC(=O)OCC (4-[[4-Benzyloxy-3-(ethoxycarbonylmethoxy)phenyl]methyl]-1-(pyridin-2-yl)piperazine Dihydrochloride). Yield: 42.1%. Reaction SMILES: [CH2:1]([O:8][C:9]1[CH:16]=[CH:15][C:12]([CH:13]=O)=[CH:11][C:10]=1[O:17][CH2:18][C:19]([O:21][CH2:22][CH3:23])=[O:20])[C:2]1[CH:7]=[CH:6][CH:5]=[CH:4][CH:3]=1.[N:24]1[CH:29]=[CH:28][CH:27]=[CH:26][C:25]=1[N:30]1[CH2:35][CH2:34][NH:33][CH2:32][CH2:31]1.C(O[BH-](OC(=O)C)OC(=O)C)(=O)C.[Na+].[Cl:50]C(Cl)C>>[ClH:50].[ClH:50].[CH2:1]([O:8][C:9]1[CH:16]=[CH:15][C:12]([CH2:13][N:33]2[CH2:34][CH2:35][N:30]([C:25]3[CH:26]=[CH:27][CH:28]=[CH:29][N:24]=3)[CH2:31][CH2:32]2)=[CH:11][C:10]=1[O:17][CH2:18][C:19]([O:21][CH2:22][CH3:23])=[O:20])[C:2]1[CH:7]=[CH:6][CH:5]=[CH:4][CH:3]=1 |f:2.3,5.6.7|. Procedure: To a solution of 4-benzyloxy-3-(ethoxycarbonylmethoxy)benzaldehyde (0.2 g) in dichloroethane (4 ml) was added (pyridin-2-yl)piperazine (0.12 ml) and sodiumtriacetoxy borohydride (0.25 g), with stirring. The reaction mixture was stirred at ambient temperature for 1.5 hrs, poured into ice/saturated sodium bicarbonate solution and extracted with ethyl acetate. The extracts were washed with water, saturated sodium chloride solution, dried over anhydrous sodium sulfate, filtered, and the filtrate was... The product is Nc1cccc(C(=O)c2ccc3c(c2)NC(=O)C3)c1. The reactants are CCOC(=O)Cc1ccc(C(=O)c2cccc(N)c2)cc1N, CCO, Cl. As a reaction SMILES: [CH2:1]([O:3][C:4](=[O:2])[CH2:5][c:6]1[c:7]([NH2:21])[cH:8][c:9]([C:12]([c:13]2[cH:14][c:15]([NH2:19])[cH:16][cH:17][cH:18]2)=[O:20])[cH:10][cH:11]1)[CH3:22].[CH3:24][CH2:25][OH:26].[ClH:23]>>[O:3]=[C:4]1[CH2:5][c:6]2[c:7]([cH:8][c:9]([C:12]([c:13]3[cH:14][c:15]([NH2:19])[cH:16][cH:17][cH:18]3)=[O:20])[cH:10][cH:11]2)[NH:21]1. Reactants: CCOC(=O)c1cnc(Cc2cccc(OC)c2)c2cc(OC)c(OC)cc12, COc1cccc(C(=O)c2ncc(CC(=O)O)c3cc(OC)c(OC)cc23)c1, CC(=O)O, O=[Se]=O. Product: CCOC(=O)c1cnc(C(=O)c2cccc(OC)c2)c2cc(OC)c(OC)cc12. As a reaction SMILES: [CH2:1]([CH3:2])[O:3][C:4](=[O:5])[c:6]1[cH:7][n:8][c:9]([CH2:20][c:21]2[cH:22][c:23]([O:27][CH3:28])[cH:24][cH:25][cH:26]2)[c:10]2[cH:11][c:12]([O:18][CH3:19])[c:13]([O:16][CH3:17])[cH:14][c:15]12.[CH3:29][O:30][c:31]1[cH:32][c:33]2[c:34]([cH:35][c:36]1[O:37][CH3:38])[c:39]([C:40](=[O:41])[c:42]1[cH:43][cH:44][cH:45][c:46]([O:47][CH3:48])[cH:49]1)[n:50][cH:51][c:52]2[CH2:53][C:54]([OH:55])=[O:56].[CH3:60][C:61](=[O:62])[OH:63].[Se:57](=[O:58])=[O:59]>>[CH2:1]([CH3:2])[O:3][C:4](=[O:5])[c:6]1[cH:7][n:8][c:9]([C:20]([c:21]2[cH:22][c:23]([O:27][CH3:28])[cH:24][cH:25][cH:26]2)=[O:30])[c:10]2[cH:11][c:12]([O:18][CH3:19])[c:13]([O:16][CH3:17])[cH:14][c:15]12. The reactants are CCC(=O)OCOC(=O)Cl, CCC(C)O, ClC(Cl)Cl. The product is CCC(=O)OCOC(=O)OC(C)CC. Reaction SMILES: [C:6]([O:7][CH2:8][O:9][C:10]([CH2:11][CH3:12])=[O:13])(=[O:14])[Cl:15].[CH3:1][CH:2]([CH2:3][CH3:4])[OH:5].[Cl:16][CH:17]([Cl:18])[Cl:19]>>[CH3:1][CH:2]([CH2:3][CH3:4])[O:5][C:6]([O:7][CH2:8][O:9][C:10]([CH2:11][CH3:12])=[O:13])=[O:14].